Dataset: the Open Reaction Database (ORD), a public repository of structured organic reaction records. Task: describe an organic reaction: reactants, conditions, products, and yield The reactants are CC(=O)O[BH-](OC(C)=O)OC(C)=O, O=C([O-])O, c1cc(CCC2CCNCC2)c2c(c1)OCO2, CC(=O)O, [Na+], [Na+], O=Cc1cc2ccccc2[nH]c1=O, C1CCOC1. Product: O=c1[nH]c2ccccc2cc1CN1CCC(CCc2cccc3c2OCO3)CC1. Reaction SMILES: [C:31]([O:32][BH-:33]([O:34][C:35](=[O:36])[CH3:37])[O:38][C:39](=[O:40])[CH3:41])(=[O:42])[CH3:43].[C:45](=[O:46])([OH:47])[O-:48].[CH2:14]1[O:15][c:16]2[c:17]([CH2:23][CH2:24][CH:25]3[CH2:26][CH2:27][NH:28][CH2:29][CH2:30]3)[cH:18][cH:19][cH:20][c:21]2[O:22]1.[CH3:55][C:56](=[O:57])[OH:58].[Na+:44].[Na+:49].[O:1]=[c:2]1[nH:3][c:4]2[cH:5][cH:6][cH:7][cH:8][c:9]2[cH:10][c:11]1[CH:12]=[O:13].[O:50]1[CH2:51][CH2:52][CH2:53][CH2:54]1>>[O:1]=[c:2]1[nH:3][c:4]2[cH:5][cH:6][cH:7][cH:8][c:9]2[cH:10][c:11]1[CH2:12][N:28]1[CH2:27][CH2:26][CH:25]([CH2:24][CH2:23][c:17]2[c:16]3[c:21]([cH:20][cH:19][cH:18]2)[O:22][CH2:14][O:15]3)[CH2:30][CH2:29]1. Starting materials: [H-].[Na+] (sodium hydride), BrC=1C(=CC(=C(CC#N)C1)OCOC)Cl (5-bromo-4-chloro-2-methoxymethoxybenzyl cyanide), BrC1=NC=CC=C1OCOC (2-bromo-3-methoxymethoxy pyridine), C1(=CC=C(C=C1)S(=O)[O-])C.[Na+] (sodium p-toluenesulfinate), ice water. Solvent: C1CCOC1 (THF). The product is BrC=1C(=CC(=C(C(C#N)C2=NC=CC=C2OCOC)C1)OCOC)Cl (2-(5-bromo-4-chloro-α-cyano-2-methoxymethoxybenzyl)-3-methoxymethoxypyridine). The yield is 71.2%. As a reaction SMILES: [Br:1][C:2]1[C:3]([Cl:15])=[CH:4][C:5]([O:11][CH2:12][O:13][CH3:14])=[C:6]([CH:10]=1)[CH2:7][C:8]#[N:9].Br[C:17]1[C:22]([O:23][CH2:24][O:25][CH3:26])=[CH:21][CH:20]=[CH:19][N:18]=1.C1(C)C=CC(S([O-])=O)=CC=1.[Na+].[H-].[Na+]>C1COCC1>[Br:1][C:2]1[C:3]([Cl:15])=[CH:4][C:5]([O:11][CH2:12][O:13][CH3:14])=[C:6]([CH:10]=1)[CH:7]([C:17]1[C:22]([O:23][CH2:24][O:25][CH3:26])=[CH:21][CH:20]=[CH:19][N:18]=1)[C:8]#[N:9] |f:2.3,4.5|. Procedure details: To a suspension of 5-bromo-4-chloro-2-methoxymethoxybenzyl cyanide (10.4 g), 2-bromo-3-methoxymethoxy pyridine (7.81 g) and sodium p-toluenesulfinate (12.7 g) in THF (150 ml) was added, at room temperature, sodium hydride (3.63 g). The mixture was heated for 2 hours under reflux under argon atmosphere. The reaction mixture was cooled by aeration, which was poured into ice-water, followed by extraction with ethyl acetate. The organic layer was washed with a saturated aqueous saline solution, drie... Starting materials: O=C(c1ccccc1)c1cc(Cl)ccc1Br, C1CNCCN1, Cc1ccccc1, CC(C)(C)[O-], [Na+], c1ccc(P(c2ccccc2)c2ccc3ccccc3c2-c2c(P(c3ccccc3)c3ccccc3)ccc3ccccc23)cc1. The product is O=C(c1ccccc1)c1cc(Cl)ccc1N1CCNCC1. Reaction SMILES: [Br:59][c:60]1[c:61]([C:67](=[O:68])[c:69]2[cH:70][cH:71][cH:72][cH:73][cH:74]2)[cH:62][c:63]([Cl:66])[cH:64][cH:65]1.[CH2:1]1[CH2:2][NH:3][CH2:4][CH2:5][NH:6]1.[CH3:75][c:76]1[cH:77][cH:78][cH:79][cH:80][cH:81]1.[CH3:7][C:8]([CH3:9])([O-:10])[CH3:11].[Na+:12].[cH:13]1[cH:14][cH:15][c:16]([P:17]([c:18]2[cH:19][cH:20][c:21]3[c:22]([cH:23][cH:24][cH:25][cH:26]3)[c:27]2-[c:28]2[c:29]3[c:30]([cH:31][cH:32][cH:33][cH:34]3)[cH:35][cH:36][c:37]2[P:38]([c:39]2[cH:40][cH:41][cH:42][cH:43][cH:44]2)[c:45]2[cH:46][cH:47][cH:48][cH:49][cH:50]2)[c:51]2[cH:52][cH:53][cH:54][cH:55][cH:56]2)[cH:57][cH:58]1>>[CH2:1]1[CH2:2][N:3]([c:60]2[c:61]([C:67](=[O:68])[c:69]3[cH:70][cH:71][cH:72][cH:73][cH:74]3)[cH:62][c:63]([Cl:66])[cH:64][cH:65]2)[CH2:4][CH2:5][NH:6]1.